Dataset: the Open Reaction Database (ORD), a public repository of structured organic reaction records. Task: describe an organic reaction: reactants, conditions, products, and yield The reactants are ClN1SC(=CN1)C=1N(C(=CN1)[N+](=O)[O-])C (2-(2-chloro- 5-thiadiazoly)-1-methyl-5-nitroimidazole), C(O)CN (ethanolamine). The solvent is O1CCOCC1 (p-dioxane). The product is OCCNN1SC(=CN1)C=1N(C(=CN1)[N+](=O)[O-])C (2-[2-(Hydroxyethylamino)-5-thiadiazolyl]-1-methyl- 5-nitroimidazole). Reaction SMILES: Cl[N:2]1[NH:6][CH:5]=[C:4]([C:7]2[N:8]([CH3:15])[C:9]([N+:12]([O-:14])=[O:13])=[CH:10][N:11]=2)[S:3]1.[CH2:16]([CH2:18][NH2:19])[OH:17]>O1CCOCC1>[OH:17][CH2:16][CH2:18][NH:19][N:2]1[NH:6][CH:5]=[C:4]([C:7]2[N:8]([CH3:15])[C:9]([N+:12]([O-:14])=[O:13])=[CH:10][N:11]=2)[S:3]1. Procedure: A mixture consisting of 4.9 gm., 0.02 mole, of 2-(2-chloro- 5-thiadiazoly)-1-methyl-5-nitroimidazole, 3.0 gm., 0.05 mole, of ethanolamine, and 50 ml. of p-dioxane is stirred at room temperature for twenty-four hours. The precipitate is collected, washed with aqueous sodium bicarbonate solution, dried and recrystallized from methanol to give the pure compound melting at 208°-209° C. Working up the mother liquors gives additional material, the total yield being 3.4 gm. Starting materials: ClN1C(CCC1=O)=O (N-Chlorosuccinimide), ClC1=C(C=NO)C=CC=C1 (2-chlorobenzaldehyde Oxime). Solvent: CN(C=O)C (N,N-dimethylformamide), ice water, C(C)(C)(C)OC (methyl tert-butyl ether). Conditions: time 8 hour. Product: ClC1=C(C=CC=C1)C(=NO)Cl (2-chloro-N-hydroxybenzenecarboximidoyl Chloride). Isolated yield 99.6%. Reaction SMILES: [Cl:1]N1C(=O)CCC1=O.[Cl:9][C:10]1[CH:18]=[CH:17][CH:16]=[CH:15][C:11]=1[CH:12]=[N:13][OH:14]>CN(C)C=O.C(OC)(C)(C)C>[Cl:9][C:10]1[CH:18]=[CH:17][CH:16]=[CH:15][C:11]=1[C:12]([Cl:1])=[N:13][OH:14]. Reported procedure: N-Chlorosuccinimide (56.1 g) was added slowly to a 0° C. solution of the compound prepared in Example 4 (65.4 g) in N,N-dimethylformamide (1.2 L). The reaction was stirred at room temperature overnight and then diluted with ice water and methyl tert-butyl ether. The layers were separated and the aqueous phase was extracted once more with methyl tert-butyl ether. The organic phases were combined, washed with brine, dried over anhydrous magnesium sulfate and concentrated to obtain the title compou...